This data is from the Open Reaction Database (ORD), a public repository of structured organic reaction records. The task is: describe an organic reaction: reactants, conditions, products, and yield Reactants: COCCN, CC(=O)O, ClCCl, O=Cc1ccc(-c2cc3nccc(Oc4ccc([N+](=O)[O-])cc4F)c3s2)o1. Product: COCCNCc1ccc(-c2cc3nccc(Oc4ccc([N+](=O)[O-])cc4F)c3s2)o1. As a reaction SMILES: [CH3:28][O:29][CH2:30][CH2:31][NH2:32].[CH3:33][C:34](=[O:35])[OH:36].[Cl:37][CH2:38][Cl:39].[F:1][c:2]1[c:3]([O:4][c:5]2[c:6]3[c:7]([n:8][cH:9][cH:10]2)[cH:11][c:12](-[c:14]2[cH:15][cH:16][c:17]([CH:19]=[O:20])[o:18]2)[s:13]3)[cH:21][cH:22][c:23]([N+:25](=[O:26])[O-:27])[cH:24]1>>[F:1][c:2]1[c:3]([O:4][c:5]2[c:6]3[c:7]([n:8][cH:9][cH:10]2)[cH:11][c:12](-[c:14]2[cH:15][cH:16][c:17]([CH2:33][NH:32][CH2:31][CH2:30][O:29][CH3:28])[o:18]2)[s:13]3)[cH:21][cH:22][c:23]([N+:25](=[O:26])[O-:27])[cH:24]1.